Dataset: the Open Reaction Database (ORD), a public repository of structured organic reaction records. Task: describe an organic reaction: reactants, conditions, products, and yield Starting materials: O[C@@H]1CC2=CC[C@H]3[C@@H]4[C@H]5[C@@H](C([C@@]4(C)CC[C@@H]3[C@]2(CC1)C)=O)C5 (3β-hydroxy-15β,16β-methylene-5-androsten-17-one), C(C1=CC=CC=C1)(=O)Cl (benzoyl chloride), O (water). Solvent: N1=CC=CC=C1 (pyridine), C(Cl)Cl (methylene chloride). Reaction conditions: time 17 hour. The product is C(C1=CC=CC=C1)(=O)O[C@@H]1CC2=CC[C@H]3[C@@H]4[C@H]5[C@@H](C([C@@]4(C)CC[C@@H]3[C@]2(CC1)C)=O)C5 (3β-benzoyloxy-15β,16β-methylene-5-androsten-17-one). Reaction SMILES: [OH:1][C@H:2]1[CH2:19][CH2:18][C@@:17]2([CH3:20])[C:4](=[CH:5][CH2:6][C@@H:7]3[C@@H:16]2[CH2:15][CH2:14][C@@:12]2([CH3:13])[C@H:8]3[C@@H:9]3[CH2:22][C@@H:10]3[C:11]2=[O:21])[CH2:3]1.[C:23](Cl)(=[O:30])[C:24]1[CH:29]=[CH:28][CH:27]=[CH:26][CH:25]=1.O>N1C=CC=CC=1.C(Cl)Cl>[C:23]([O:1][C@H:2]1[CH2:19][CH2:18][C@@:17]2([CH3:20])[C:4](=[CH:5][CH2:6][C@@H:7]3[C@@H:16]2[CH2:15][CH2:14][C@@:12]2([CH3:13])[C@H:8]3[C@@H:9]3[CH2:22][C@@H:10]3[C:11]2=[O:21])[CH2:3]1)(=[O:30])[C:24]1[CH:29]=[CH:28][CH:27]=[CH:26][CH:25]=1. Reported procedure: A solution of 5.0 g of 3β-hydroxy-15β,16β-methylene-5-androsten-17-one in 50 ml of pyridine was combined under ice cooling with 5 ml of benzoyl chloride and then stirred for 17 hours at room temperature. After the addition of 10 ml of water, the mixture was stirred for another hour; then the reaction solution was diluted with methylene chloride and washed with sodium carbonate solution and water. After drying and evaporation, the residue was triturated with diisopropyl ether and vacuum-filtered,... Starting materials: ClC1=CC=C(C=C1)C=1C(=NC=C(C(=O)N[C@H]2[C@@H](CCCC2)O)C1)OCCCCCO (5-(4-Chloro-phenyl)-N-((1R,2R)-2-hydroxy-cyclohexyl)-6-(5-hydroxy-pentyloxy)-nicotinamide), aqueous solution, C([O-])(O)=O.[Na+] (sodium bicarbonate), C([O-])([O-])=O.[K+].[K+] (potassium carbonate), ClN1C(CCC1=O)=O (N-chlorosuccinimid), C(CC(O)(C(=O)O)CC(=O)O)(=O)O (citric acid). The reagents and catalysts are [Cl-].C(CCC)[N+](CCCC)(CCCC)CCCC (tetrabutylammoniumchlorid). Solvent: ClCCl (dichloromethane). Reaction conditions: time 72 hour. Yields the product ClC1=CC=C(C=C1)C=1C(=NC=C(C1)C(N[C@H]1[C@@H](CCCC1)O)=O)OCCCCC(=O)O (5-[3-(4-Chloro-phenyl)-5-((1R,2R)-2-hydroxy-cyclohexylcarbamoyl)-pyridin-2-yloxy]-pentanoic Acid). As a reaction SMILES: [Cl:1][C:2]1[CH:7]=[CH:6][C:5]([C:8]2[C:9]([O:24][CH2:25][CH2:26][CH2:27][CH2:28][CH2:29][OH:30])=[N:10][CH:11]=[C:12]([CH:23]=2)[C:13]([NH:15][C@@H:16]2[CH2:21][CH2:20][CH2:19][CH2:18][C@H:17]2[OH:22])=[O:14])=[CH:4][CH:3]=1.C(=O)(O)[O-:32].[Na+].C(=O)([O-])[O-].[K+].[K+].ClN1C(=O)CCC1=O.C(O)(=O)CC(CC(O)=O)(C(O)=O)O>ClCCl.[Cl-].C([N+](CCCC)(CCCC)CCCC)CCC>[Cl:1][C:2]1[CH:3]=[CH:4][C:5]([C:8]2[C:9]([O:24][CH2:25][CH2:26][CH2:27][CH2:28][C:29]([OH:32])=[O:30])=[N:10][CH:11]=[C:12]([C:13](=[O:14])[NH:15][C@@H:16]3[CH2:21][CH2:20][CH2:19][CH2:18][C@H:17]3[OH:22])[CH:23]=2)=[CH:6][CH:7]=1 |f:1.2,3.4.5,9.10|. Procedure details: 5-(4-Chloro-phenyl)-N-((1R,2R)-2-hydroxy-cyclohexyl)-6-(5-hydroxy-pentyloxy)-nicotinamide (0.23 g, 0.5 mmol) was dissolved in dichloromethane (15 mL). To the solution was added 2,2,6,6-tetramethyl-1-piperidinyloxy (1 mg), tetrabutylammoniumchlorid (1.5 mg), 5 mL of an aqueous solution of sodium bicarbonate (0.5 M) and potassium carbonate (0.05 M) and N-chlorosuccinimid (0.146 g, 1.1 mmol). The mixture was stirred for 72 h at room temperature and afterwards poured into citric acid (10%, 20 mL) an... The reactants are C(C1=CC=CC=C1)OC1=C(NCC)C(=CC(=C1)Br)[N+](=O)[O-] (2-(benzyloxy)-4-bromo-N-ethyl-6-nitroaniline), C(C)O (ethanol). The reagents and catalysts are [Fe] (iron). Run in C(=O)O (formic acid). Conditions: temperature 90 celsius. Product: C(C1=CC=CC=C1)OC1=CC(=CC2=C1N(C=N2)CC)Br (7-(benzyloxy)-5-bromo-1-ethyl-1H-benzo[d]imidazole). As a reaction SMILES: [CH2:1]([O:8][C:9]1[CH:17]=[C:16]([Br:18])[CH:15]=[C:14]([N+:19]([O-])=O)[C:10]=1[NH:11][CH2:12][CH3:13])[C:2]1[CH:7]=[CH:6][CH:5]=[CH:4][CH:3]=1.[CH2:22](O)C>C(O)=O.[Fe]>[CH2:1]([O:8][C:9]1[C:10]2[N:11]([CH2:12][CH3:13])[CH:22]=[N:19][C:14]=2[CH:15]=[C:16]([Br:18])[CH:17]=1)[C:2]1[CH:7]=[CH:6][CH:5]=[CH:4][CH:3]=1. Reported procedure: To a solution of 2-(benzyloxy)-4-bromo-N-ethyl-6-nitroaniline (230 mg, 0.66 mmol) in ethanol (10 mL) and formic acid (10 mL) was added iron (731 mg, 13.1 mmol) and the reaction mixture was heated at 90° C. at 2 h. The reaction mixture was concentrated, diluted with water and brought to pH ˜7 with sat′d NaHCO3 and then the aqueous layer was extracted with EtOAc (3×). Combined organic layer was then washed successively with water and brine and dried over anhydrous magnesium sulfate, filtered, evap... Starting materials: [Na] (sodium), C/C(=N/O)/C1=CC=C(C=C1)Cl (4-chloroacetophenone oxime), BrC(C(=O)O)C (α-bromopropionic acid). Run in C(C)O (ethanol), C(C)O (ethanol). Yields the product CC(C1=CC=C(C=C1)Cl)=NOC(C(=O)O)C (2-[(α-methyl-4-chlorobenzylidene amino)oxy] propionic acid). Reaction SMILES: [Na].[CH3:2]/[C:3](/[C:6]1[CH:11]=[CH:10][C:9]([Cl:12])=[CH:8][CH:7]=1)=[N:4]/[OH:5].Br[CH:14]([CH3:18])[C:15]([OH:17])=[O:16]>C(O)C>[CH3:2][C:3](=[N:4][O:5][CH:14]([CH3:18])[C:15]([OH:17])=[O:16])[C:6]1[CH:11]=[CH:10][C:9]([Cl:12])=[CH:8][CH:7]=1 |^1:0|. Procedure: To a solution of 1.85 g of a sodium in 150 ml of absolute ethanol 6.8 g of 4-chloroacetophenone oxime and 8.6 g of α-bromopropionic acid were added in this order with stirring. After the mixture had been stirred for 1 hour the ethanol was removed in a vacuum. The residue was mixed with water and the mixture was washed twice with ether. The aqueous solution then was acidified and extracted twice with ether. The ethereal extracts were washed 6 times with water, dried over anhydrous sodiumsulfate a... The reactants are OCC=1N2C(SC1)=CN=C2 (3-hydroxymethylimidazo[5,1-b]thiazole). Reagents/catalysts: [O-2].[O-2].[Mn+4] (manganese dioxide). Solvent: ClCCl (dichloromethane). Run at time 16 hour. Product: S1C=2N(C(=C1)C=O)C=NC2 (Imidazo[5,1-b]thiazole-3-carbaldehyde). Isolated yield 70.1%. As a reaction SMILES: [OH:1][CH2:2][C:3]1[N:4]2[CH:10]=[N:9][CH:8]=[C:5]2[S:6][CH:7]=1>ClCCl.[O-2].[O-2].[Mn+4]>[S:6]1[CH:7]=[C:3]([CH:2]=[O:1])[N:4]2[CH:10]=[N:9][CH:8]=[C:5]12 |f:2.3.4|. Procedure: 0.211 g of the 3-hydroxymethylimidazo[5,1-b]thiazole prepared in Preparation 55 was suspended in 20 ml of dichloromethane. To this suspension was added 1.1 g of manganese dioxide, and the mixture was stirred at room temperature for 16 hours. The reaction solution was filtered, and then concentrated to dryness under reduced pressure to give 0.146 g (yield 71%) of the title compound. The reactants are FC1=C(C=C(C=C1)C=1C=C(C(NN1)=O)C(=O)OC)C (6-(4-fluoro-3-methylphenyl)-4-methoxycarbonyl-2H-pyridazin-3-one), ClC1=CC=C(CCl)C=C1 (4-chlorobenzyl chloride). Yields the product C(=O)(O)C=1C(N(N=C(C1)C1=CC(=C(C=C1)F)C)CC1=CC=C(C=C1)Cl)=O (4-carboxy-2-(4-chlorobenzyl)-6-(4-fluoro-3-methylphenyl)-2H-pyridazin-3-one). The yield is 46.5%. RXN SMILES: [F:1][C:2]1[CH:7]=[CH:6][C:5]([C:8]2[CH:9]=[C:10]([C:15]([O:17]C)=[O:16])[C:11](=[O:14])[NH:12][N:13]=2)=[CH:4][C:3]=1[CH3:19].[Cl:20][C:21]1[CH:28]=[CH:27][C:24]([CH2:25]Cl)=[CH:23][CH:22]=1>>[C:15]([C:10]1[C:11](=[O:14])[N:12]([CH2:25][C:24]2[CH:27]=[CH:28][C:21]([Cl:20])=[CH:22][CH:23]=2)[N:13]=[C:8]([C:5]2[CH:6]=[CH:7][C:2]([F:1])=[C:3]([CH3:19])[CH:4]=2)[CH:9]=1)([OH:17])=[O:16]. Reported procedure: Following the procedure of Example 1(6), 6-(4-fluoro-3-methylphenyl)-4-methoxycarbonyl-2H-pyridazin-3-one and 4-chlorobenzyl chloride were reacted. Without purification, the reaction product was reacted further following the procedure of Example 1(7) to yield the title compound as a pale yellow crystalline powder (yield: 46.5%). The reactants are O[C@H]1CNCC1 ((R)-3-Hydroxypyrrolidine), C(C)(C)(C)OC(NC1=NC=C(C=C1)CBr)=O ((5-bromomethyl-pyridin-2-yl)-carbamic acid tert-butyl ester), C(=O)([O-])[O-].[Cs+].[Cs+] (Cs2CO3). Solvent: CN(C)C=O (DMF). Reaction conditions: time 24 hour. The product is C(C)(C)(C)OC(NC1=NC=C(C=C1)CN1C[C@@H](CC1)O)=O ([5-((R)-3-Hydroxy-pyrrolidin-1-ylmethyl)-pyridin-2-yl]-carbamic acid tert-butyl ester). The yield is 41.3%. RXN SMILES: [OH:1][C@@H:2]1[CH2:6][CH2:5][NH:4][CH2:3]1.[C:7]([O:11][C:12](=[O:22])[NH:13][C:14]1[CH:19]=[CH:18][C:17]([CH2:20]Br)=[CH:16][N:15]=1)([CH3:10])([CH3:9])[CH3:8].C([O-])([O-])=O.[Cs+].[Cs+]>CN(C=O)C>[C:7]([O:11][C:12](=[O:22])[NH:13][C:14]1[CH:19]=[CH:18][C:17]([CH2:20][N:4]2[CH2:5][CH2:6][C@@H:2]([OH:1])[CH2:3]2)=[CH:16][N:15]=1)([CH3:10])([CH3:9])[CH3:8] |f:2.3.4|. Procedure details: A mixture of (5-methyl-pyridin-2-yl)-carbamic acid tert-butyl ester (Step 100.3) (10.7 g, 51.4 mmol), NBS (10.1 g, 56.7 mmol, 1.1 equiv), AIBN (843 mg, 5.14 mmol, 0.1 equiv) in CCl4 (500 mL) was stirred for 1 h at relfux. NBS (1.8 g, 10.1 mmol, 0.2 equiv) was added and the mixture was stirred at reflux for additional 30 min. The reaction mixture was filtered hot and the filtrate was concentrated. Trituration of the residue in CH3CN afforded of 12.88 g of impure (5-bromomethyl-pyridin-2-yl)-carba... The reactants are C12(CC3CC(CC(C1)C3)C2)C2=C(C=C3C=CC(=CC3=C2)C2=CC=C(C(=O)OCC=C)C=C2)O (allyl 4-[7-(1-adamantyl)-6-hydroxy-2-naphthyl]benzoate), BrCCCCC(=O)OCC (ethyl 5-bromovalerate). Product: C12(CC3CC(CC(C1)C3)C2)C2=C(C=C3C=CC(=CC3=C2)C2=CC=C(C(=O)O)C=C2)OCCCCC(=O)OCC (4-[7-(1-adamantyl)-6-ethoxycarbonylbutyloxy-2-naphthyl]benzoic acid). The yield is 65.4%. RXN SMILES: [C:1]12([C:11]3[CH:20]=[C:19]4[C:14]([CH:15]=[CH:16][C:17]([C:21]5[CH:32]=[CH:31][C:24]([C:25]([O:27]CC=C)=[O:26])=[CH:23][CH:22]=5)=[CH:18]4)=[CH:13][C:12]=3[OH:33])[CH2:10][CH:5]3[CH2:6][CH:7]([CH2:9][CH:3]([CH2:4]3)[CH2:2]1)[CH2:8]2.Br[CH2:35][CH2:36][CH2:37][CH2:38][C:39]([O:41][CH2:42][CH3:43])=[O:40]>>[C:1]12([C:11]3[CH:20]=[C:19]4[C:14]([CH:15]=[CH:16][C:17]([C:21]5[CH:22]=[CH:23][C:24]([C:25]([OH:27])=[O:26])=[CH:31][CH:32]=5)=[CH:18]4)=[CH:13][C:12]=3[O:33][CH2:35][CH2:36][CH2:37][CH2:38][C:39]([O:41][CH2:42][CH3:43])=[O:40])[CH2:2][CH:3]3[CH2:4][CH:5]([CH2:6][CH:7]([CH2:9]3)[CH2:8]1)[CH2:10]2. Reported procedure: Following the procedure of Example 12(a), but reacting 2 g (4.5 mmol) of allyl 4-[7-(1-adamantyl)-6-hydroxy-2-naphthyl]benzoate with 1.4 g (6.7 mmol) of ethyl 5-bromovalerate, 1.55 g (59%) of the expected compound was obtained, which compound had a melting point of 117°-8° C. Starting materials: C1CNCCN1, Clc1cncc(OCc2ccccc2CCc2ccccc2)n1, [K+], [K+], O=C([O-])[O-]. Yields the product c1ccc(CCc2ccccc2COc2cncc(N3CCNCC3)n2)cc1. Reaction SMILES: [CH2:24]1[CH2:25][NH:26][CH2:27][CH2:28][NH:29]1.[Cl:1][c:2]1[n:3][c:4]([O:8][CH2:9][c:10]2[c:11]([CH2:16][CH2:17][c:18]3[cH:19][cH:20][cH:21][cH:22][cH:23]3)[cH:12][cH:13][cH:14][cH:15]2)[cH:5][n:6][cH:7]1.[K+:30].[K+:31].[O-:32][C:33]([O-:34])=[O:35]>>[c:2]1([N:26]2[CH2:25][CH2:24][NH:29][CH2:28][CH2:27]2)[n:3][c:4]([O:8][CH2:9][c:10]2[c:11]([CH2:16][CH2:17][c:18]3[cH:19][cH:20][cH:21][cH:22][cH:23]3)[cH:12][cH:13][cH:14][cH:15]2)[cH:5][n:6][cH:7]1. Starting materials: B, C1CCOC1, Cc1cc([N+](=O)[O-])ccc1C(=O)O, CO, C1CCOC1. Yields the product Cc1cc([N+](=O)[O-])ccc1CO. RXN SMILES: [BH3:19].[CH2:20]1[O:21][CH2:22][CH2:23][CH2:24]1.[CH3:1][c:2]1[c:3]([C:4](=[O:5])[OH:6])[cH:7][cH:8][c:9]([N+:11](=[O:12])[O-:13])[cH:10]1.[CH3:25][OH:26].[O:14]1[CH2:15][CH2:16][CH2:17][CH2:18]1>>[CH3:1][c:2]1[c:3]([CH2:4][OH:5])[cH:7][cH:8][c:9]([N+:11](=[O:12])[O-:13])[cH:10]1.